From a dataset of the Open Reaction Database (ORD), a public repository of structured organic reaction records. describe an organic reaction: reactants, conditions, products, and yield Starting materials: C([O-])([O-])=O.[K+].[K+] (potassium carbonate), NC1=CC(N=C2N1NC(=N2)COCC2=CC=C(C=C2)OC)=O (7-amino-2-[(4-methoxybenzyloxy)methyl]-s-triazolo[1,5-a]pyrimidin-5-one), C(C)I (ethyl iodide). The solvent is CN(C=O)C (dimethylformamide). Run at time 1.5 day. Yields the product NC1=CC(N(C=2N1N=C(N2)COCC2=CC=C(C=C2)OC)CC)=O (7-amino-4-ethyl-2-[(4-methoxybenzyloxy)methyl]-s-triazolo[1,5-a]pyrimidin-5-one). RXN SMILES: [NH2:1][C:2]1[N:7]2[NH:8][C:9]([CH2:11][O:12][CH2:13][C:14]3[CH:19]=[CH:18][C:17]([O:20][CH3:21])=[CH:16][CH:15]=3)=[N:10][C:6]2=[N:5][C:4](=[O:22])[CH:3]=1.C(=O)([O-])[O-].[K+].[K+].[CH2:29](I)[CH3:30]>CN(C)C=O>[NH2:1][C:2]1[N:7]2[N:8]=[C:9]([CH2:11][O:12][CH2:13][C:14]3[CH:19]=[CH:18][C:17]([O:20][CH3:21])=[CH:16][CH:15]=3)[N:10]=[C:6]2[N:5]([CH2:29][CH3:30])[C:4](=[O:22])[CH:3]=1 |f:1.2.3|. Reported procedure: 145.6 g of 7-amino-2-[(4-methoxybenzyloxy)methyl]-s-triazolo[1,5-a]pyrimidin-5-one is dissolved in 1500 ml of dimethylformamide and mixed with 76.8 g of potassium carbonate. After the addition of 45.2 ml of ethyl iodide the mixture is stirred for about 1.5 days at ambient temperature. For working up, the dimethylformamide is distilled off in vacuo and the residue remaining is taken up in 500 ml of water (distilled), 500 ml of saturated NaCl solution and 1000 ml of dichloromethane. After separati... The reactants are C(C)C1(COC1)COC1CCC(CC1)O (4-(3-ethyloxetan-3-yl-methoxy)cyclohexanol), C([O-])([O-])=O.[Na+].[Na+] (sodium carbonate), C(C)(=O)OC=C (vinyl acetate), di-μ-chlorobis(1,5-cyclooctadiene)diiridium(I) [Ir(cod)Cl]2, C(C)(=O)OC=C (vinyl acetate). The solvent is C1(=CC=CC=C1)C (toluene). Conditions: temperature 95 celsius, time 1 hour. The product is C(C)C1(COC1)COC1CCC(CC1)OC=C (3-ethyl-3-(4-vinyloxycyclohexyloxymethyl)oxetane). Isolated yield 92.0%. Reaction SMILES: C(=O)([O-])[O-].[Na+].[Na+].[C:7](OC=C)(=O)[CH3:8].[CH2:13]([C:15]1([CH2:19][O:20][CH:21]2[CH2:26][CH2:25][CH:24]([OH:27])[CH2:23][CH2:22]2)[CH2:18][O:17][CH2:16]1)[CH3:14]>C1(C)C=CC=CC=1>[CH2:13]([C:15]1([CH2:19][O:20][CH:21]2[CH2:22][CH2:23][CH:24]([O:27][CH:7]=[CH2:8])[CH2:25][CH2:26]2)[CH2:18][O:17][CH2:16]1)[CH3:14] |f:0.1.2|. Reported procedure: Independently, a mixture (100 ml) of sodium carbonate (0.06 mol) with toluene was raised in temperature to 95° C. While maintaining the temperature at 95° C., 4.2 g of vinyl acetate was added dropwise, and 15 minutes later, di-μ-chlorobis(1,5-cyclooctadiene)diiridium(I) [Ir(cod)Cl]2 (0.5 mmol) was added. Next, 4-(3-ethyloxetan-3-yl-methoxy)cyclohexanol (0.05 mol) was added dropwise over 2 hours, followed by performing a reaction in a nitrogen atmosphere while adding 12.6 g of vinyl acetate dropw...